This data is from the Open Reaction Database (ORD), a public repository of structured organic reaction records. The task is: describe an organic reaction: reactants, conditions, products, and yield Reactants: C1CCOC1, CO, [Na+], [OH-], COC(=O)c1coc(-c2ccc(Cn3ccc4ccccc43)cc2)n1. The product is O=C(O)c1coc(-c2ccc(Cn3ccc4ccccc43)cc2)n1. Reaction SMILES: [CH2:26]1[O:27][CH2:28][CH2:29][CH2:30]1.[CH3:33][OH:34].[Na+:32].[OH-:31].[n:1]1([CH2:10][c:11]2[cH:12][cH:13][c:14](-[c:17]3[o:18][cH:19][c:20]([C:22](=[O:23])[O:24][CH3:25])[n:21]3)[cH:15][cH:16]2)[cH:2][cH:3][c:4]2[cH:5][cH:6][cH:7][cH:8][c:9]12>>[n:1]1([CH2:10][c:11]2[cH:12][cH:13][c:14](-[c:17]3[o:18][cH:19][c:20]([C:22](=[O:23])[OH:24])[n:21]3)[cH:15][cH:16]2)[cH:2][cH:3][c:4]2[cH:5][cH:6][cH:7][cH:8][c:9]12. The reactants are [BH4-].[Na+] (sodium borohydride), C1(=CC=CC=C1)C1=CSC=2N=CN=C(C21)NCCN (N-(5-phenylthieno[2,3-d]pyrimidin-4-yl)ethane-1,2-diamine), [N+](=O)([O-])C=1C=C(C=O)C=CC1 (3-nitrobenzaldehyde), C(C)(=O)O (acetic acid). Solvent: C(C)(=O)OCC (ethyl acetate), O (water), C(C)O (ethanol). Run at time 30 minute. Product: [N+](=O)([O-])C=1C=C(CNCCNC=2C3=C(N=CN2)SC=C3C3=CC=CC=C3)C=CC1 (N-(3-nitrobenzyl)-N′-(5-phenylthieno[2,3-d]pyrimidin-4-yl)ethane-1,2-diamine). Yield: 76.7%. Reaction SMILES: [C:1]1([C:7]2[C:15]3[C:14]([NH:16][CH2:17][CH2:18][NH2:19])=[N:13][CH:12]=[N:11][C:10]=3[S:9][CH:8]=2)[CH:6]=[CH:5][CH:4]=[CH:3][CH:2]=1.[N+:20]([C:23]1[CH:24]=[C:25]([CH:28]=[CH:29][CH:30]=1)[CH:26]=O)([O-:22])=[O:21].C(O)(=O)C.[BH4-].[Na+]>C(OCC)(=O)C.O.C(O)C>[N+:20]([C:23]1[CH:24]=[C:25]([CH:28]=[CH:29][CH:30]=1)[CH2:26][NH:19][CH2:18][CH2:17][NH:16][C:14]1[C:15]2[C:7]([C:1]3[CH:2]=[CH:3][CH:4]=[CH:5][CH:6]=3)=[CH:8][S:9][C:10]=2[N:11]=[CH:12][N:13]=1)([O-:22])=[O:21] |f:3.4|. Procedure details: A mixture of N-(5-phenylthieno[2,3-d]pyrimidin-4-yl)ethane-1,2-diamine (Maybridge) (30 mg, 0.11 mmol), 3-nitrobenzaldehyde (18 mg, 0.12 mmol), acetic acid (6 mg, 0.10 mmol) and ethanol (3.0 mL) was stirred at room temperature for 30 minutes, followed by the addition of 7.6 mg (0.20 mmol) of sodium borohydride (7.6 mg, 0.20 mmol). The reaction was stirred for an additional 30 minutes and then water (0.2 mL) and ethyl acetate (20 mL) were added. The mixture was washed with aqueous sodium bicarbona... Starting materials: O (Water), C(C)(C)(C)OC(=O)N1C(=CC2=CC(=CC=C12)C(O[SiH2]C(C)(C)C)(C)C)C=1C2=C(N(N1)C(=O)OC(C)(C)C)C=CS2 (2-(1-tert-butoxycarbonyl-1H-thieno[3,2-c]pyrazol-3-yl)-5-(tert-butyl-dimethyl-silanyloxymethyl)-indole-1-carboxylic acid tert-butyl ester), C(C)(C)(C)OC(=O)N1C(=CC2=CC(=CC=C12)C(O[SiH2]C(C)(C)C)(C)C)C=1C2=C(N(N1)C(=O)OC(C)(C)C)C=CS2 (2-(1-tert-butoxycarbonyl-1H-thieno[3,2-c]pyrazol-3-yl)-5-(tert-butyl-dimethyl-silanyloxymethyl)-indole-1-carboxylic acid tert-butyl ester), [F-].C(CCC)[N+](CCCC)(CCCC)CCCC (tetrabutylammonium fluoride). Solvent: O1CCCC1 (tetrahydrofuran). Conditions: temperature 0 celsius, time 20 minute. Product: C(C)(C)(C)OC(=O)N1C(=CC2=CC(=CC=C12)CO)C=1C2=C(N(N1)C(=O)OC(C)(C)C)C=CS2 (2-(1-tert-butoxycarbonyl-1H-thieno[3,2-c]pyrazol-3-yl)-5-hydroxymethyl-indole-1-carboxylic acid tert-butyl ester). Isolated yield 86.0%. RXN SMILES: [C:1]([O:5][C:6]([N:8]1[C:16]2[C:11](=[CH:12][C:13]([C:17](C)(C)[O:18][SiH2]C(C)(C)C)=[CH:14][CH:15]=2)[CH:10]=[C:9]1[C:26]1[C:27]2[S:40][CH:39]=[CH:38][C:28]=2[N:29]([C:31]([O:33][C:34]([CH3:37])([CH3:36])[CH3:35])=[O:32])[N:30]=1)=[O:7])([CH3:4])([CH3:3])[CH3:2].[F-].C([N+](CCCC)(CCCC)CCCC)CCC.O>O1CCCC1>[C:1]([O:5][C:6]([N:8]1[C:16]2[C:11](=[CH:12][C:13]([CH2:17][OH:18])=[CH:14][CH:15]=2)[CH:10]=[C:9]1[C:26]1[C:27]2[S:40][CH:39]=[CH:38][C:28]=2[N:29]([C:31]([O:33][C:34]([CH3:37])([CH3:36])[CH3:35])=[O:32])[N:30]=1)=[O:7])([CH3:4])([CH3:2])[CH3:3] |f:1.2|. Reported procedure: A solution of 2-(1-tert-butoxycarbonyl-1H-thieno[3,2-c]pyrazol-3-yl)-5-(tert-butyl-dimethyl-silanyloxymethyl)-indole-1-carboxylic acid tert-butyl ester [3.8 g, 6.51 mmol, Intermediate (9)]) in anhydrous tetrahydrofuran (40 mL) is cooled to 0° C. To it is added tetrabutylammonium fluoride (1M in tetrahydrofuran, 10 mL) drop wise. Stirred at 0° C. for 20 minutes then at room temperature for 20 minutes. Water (20 mL) is added and extracted three times with ethyl acetate (30 mL). The combined ethyl ... Starting materials: Cl (hydrochloric acid), [H-].[Na+] (sodium hydride), BrCC#CCCCC(=O)OC (methyl 7-bromo-5-heptynoate), C(C)(=O)OC(CCCNS(=O)(=O)C)COC1=CC=C(C=C1)F (N-[4-acetoxy-5-(4-fluorophenoxy)pentyl] -methanesulfonamide), [H][H] (hydrogen). Solvent: CN(C=O)C (dimethylformamide), C1=CC=CC=C1 (benzene), O (water). The product is C(C)(=O)OC(CCCN(S(=O)(=O)C)CC#CCCCC(=O)OC)COC1=CC=C(C=C1)F (Methyl 7-{N-[4-acetoxy-5-(4-fluorophenoxy)pentyl] methanesulfonamido}hept-5-ynoate). Reaction SMILES: [H-].[Na+].[C:3]([O:6][CH:7]([CH2:16][O:17][C:18]1[CH:23]=[CH:22][C:21]([F:24])=[CH:20][CH:19]=1)[CH2:8][CH2:9][CH2:10][NH:11][S:12]([CH3:15])(=[O:14])=[O:13])(=[O:5])[CH3:4].[H][H].Br[CH2:28][C:29]#[C:30][CH2:31][CH2:32][CH2:33][C:34]([O:36][CH3:37])=[O:35].Cl>O.CN(C)C=O.C1C=CC=CC=1>[C:3]([O:6][CH:7]([CH2:16][O:17][C:18]1[CH:23]=[CH:22][C:21]([F:24])=[CH:20][CH:19]=1)[CH2:8][CH2:9][CH2:10][N:11]([CH2:28][C:29]#[C:30][CH2:31][CH2:32][CH2:33][C:34]([O:36][CH3:37])=[O:35])[S:12]([CH3:15])(=[O:14])=[O:13])(=[O:5])[CH3:4] |f:0.1|. Procedure: A stirred suspension of sodium hydride (57%) (.91 g., 0.022 mole) in a solvent mixture of benzene (50 ml.) and dimethylformamide (50 ml.) is treated, over 30 minutes, with N-[4-acetoxy-5-(4-fluorophenoxy)pentyl] -methanesulfonamide (6.5 g., 0.02 mole). This mixture is heated at 60° C. until evolution of hydrogen ceases, then cooled to room temperature. At this temperature is added methyl 7-bromo-5-heptynoate (4.3 g., 0.02 mole) and the reaction is heated at 90° C. for 3 hours. The reaction is po...